This data is from the Open Reaction Database (ORD), a public repository of structured organic reaction records. The task is: describe an organic reaction: reactants, conditions, products, and yield Yield: 89.9%. Solvent: C(C)O (ethanol). Reaction conditions: time 1 hour. Procedure: A slurry of 9.4 g (0.04 mole) of 4-(2,6-dichlorophenyl)-3-thiosemicarbazide in 75 mL of absolute ethanol was stirred under nitrogen atmosphere while 6.8 g (0.04 mole) of ethyl 2-chloroacetoacetate was added. The reaction mixture became yellow as it stirred for 1 hr at room temperature. Then 40 mL of 2N ethanolic hydrogen chloride was added and the reaction mixture heated at reflux for 3 hr. Insoluble sulfur was removed by filtration and the filtrate concentrated in vacuo to give an orange solid,... The reactants are ClC1=C(C(=CC=C1)Cl)NC(NN)=S (4-(2,6-dichlorophenyl)-3-thiosemicarbazide), ClC(C(=O)OCC)C(=O)C (ethyl 2-chloroacetoacetate), Cl (hydrogen chloride). The product is ClC1=C(C(=CC=C1)Cl)NC1=NNC(=C1C(=O)OCC)C (3-[(2,6-Dichlorophenyl)amino]-5-methyl-1H-pyrazole-4-carboxylic acid, ethyl ester). Reaction SMILES: [Cl:1][C:2]1[CH:7]=[CH:6][CH:5]=[C:4]([Cl:8])[C:3]=1[NH:9][C:10](=S)[NH:11][NH2:12].Cl[CH:15]([C:21]([CH3:23])=O)[C:16]([O:18][CH2:19][CH3:20])=[O:17].Cl>C(O)C>[Cl:1][C:2]1[CH:7]=[CH:6][CH:5]=[C:4]([Cl:8])[C:3]=1[NH:9][C:10]1[C:15]([C:16]([O:18][CH2:19][CH3:20])=[O:17])=[C:21]([CH3:23])[NH:12][N:11]=1. Reaction conditions: temperature 80 celsius, time 1 hour. Solvent: ClC(C)Cl (dichloroethane), ClC(C)Cl (dichloroethane). Yield: 84.8%. Reactants: ice water, CC1=CC=C2C=CC=CN12 (3-methylindolizine), Cl.N1(CCCC1)C(=O)C1CC2=C(N=CN2)CC1 (5-pyrrolidinocarbonyl-4,5,6,7-tetrahydrobenzimidazole hydrochloride), P(=O)(Cl)(Cl)Cl (phosphorus oxychloride). The product is CC1=CC(=C2C=CC=CN12)C(=O)C1CC2=C(N=CN2)CC1 (5-[(3-methylindolizin-1-yl)carbonyl]-4,5,6,7-tetrahydrobenzimidazole). Procedure: To 10 ml of dichloroethane were added 1.08 g of 5-pyrrolidinocarbonyl-4,5,6,7-tetrahydrobenzimidazole hydrochloride and 1.18 ml of phosphorus oxychloride, and the mixture was stirred at 80° C. for 1 hour. At the same temperature 0.69 g of 3-methylindolizine in 2 ml of dichloroethane was added dropwise thereto during 15 minutes. The mixture was refluxed while stirring for 3 hours after that the mixture was poured into 20 ml of ice-water, and then the mixture was stirred at room temperature for 30... RXN SMILES: Cl.N1([C:7]([CH:9]2[CH2:17][CH2:16][C:12]3[N:13]=[CH:14][NH:15][C:11]=3[CH2:10]2)=[O:8])CCCC1.P(Cl)(Cl)(Cl)=O.[CH3:23][C:24]1[N:32]2[C:27]([CH:28]=[CH:29][CH:30]=[CH:31]2)=[CH:26][CH:25]=1>ClC(Cl)C>[CH3:23][C:24]1[N:32]2[C:27]([CH:28]=[CH:29][CH:30]=[CH:31]2)=[C:26]([C:7]([CH:9]2[CH2:17][CH2:16][C:12]3[N:13]=[CH:14][NH:15][C:11]=3[CH2:10]2)=[O:8])[CH:25]=1 |f:0.1|. Starting materials: [O-]CC.[Na+] (sodium ethoxide), Cl.C(C1=CC=CC=C1)NC(=N)N (benzylguanidine hydrochloride), ClC1=C(C(=CC=C1)Cl)CC(=O)OC (Methyl 2,6-dichlorophenylacetate), CH3(C═O)CH2(2,6,-di-ClC6H3). Product: Cl.ClC1=C(C(=CC=C1)Cl)CC(=O)NC(=N)NCC1=CC=CC=C1 (N-(2,6-dichlorophenylacetyl)-N′-benzylguanidine hydrochloride). Isolated yield 128.0%. As a reaction SMILES: [O-]CC.[Na+].Cl.[CH2:6]([NH:13][C:14]([NH2:16])=[NH:15])[C:7]1[CH:12]=[CH:11][CH:10]=[CH:9][CH:8]=1.[Cl:17][C:18]1[CH:23]=[CH:22][CH:21]=[C:20]([Cl:24])[C:19]=1[CH2:25][C:26](OC)=[O:27]>>[ClH:17].[Cl:17][C:18]1[CH:23]=[CH:22][CH:21]=[C:20]([Cl:24])[C:19]=1[CH2:25][C:26]([NH:15][C:14]([NH:13][CH2:6][C:7]1[CH:12]=[CH:11][CH:10]=[CH:9][CH:8]=1)=[NH:16])=[O:27] |f:0.1,2.3,5.6|. Procedure details: To sodium ethoxide [prepared by reacting sodium (60 mg, 2.61 mmol) and anhydrous ethanol (5 ml)] benzylguanidine hydrochloride (580 mg, 3.12 mmol) was added and refluxed in an oilbath for 1 hour. The reaction mixture was cooled to room temperature and insoluble materials filtered. Methyl 2,6-dichlorophenylacetate (285 mg, 1.3 mmol) (CH3(C═O)CH2(2,6,-di-ClC6H3) was added to the filtrate and refluxed for 2 hours. After cooling to room temperature the reaction mixture was concentrated and converted... The reactants are FC(C(=O)O)(F)F (trifluoroacetic acid), OC1=C(C(=O)NC2=C(C(=O)OC(C)(C)C)C=CC(=C2)C2=CC=CC=C2)C=CC(=C1)N1N=CC=C1 (tert-butyl 2-(2-hydroxy-4-(1H-pyrazol-1-yl)benzamido)-4-phenylbenzoate). Yields the product OC1=C(C(=O)NC2=C(C(=O)O)C=CC(=C2)C2=CC=CC=C2)C=CC(=C1)N1N=CC=C1 (2-(2-hydroxy-4-(1H-pyrazol-1-yl)benzamido)-4-phenylbenzoic acid). As a reaction SMILES: FC(F)(F)C(O)=O.[OH:8][C:9]1[CH:36]=[C:35]([N:37]2[CH:41]=[CH:40][CH:39]=[N:38]2)[CH:34]=[CH:33][C:10]=1[C:11]([NH:13][C:14]1[CH:26]=[C:25]([C:27]2[CH:32]=[CH:31][CH:30]=[CH:29][CH:28]=2)[CH:24]=[CH:23][C:15]=1[C:16]([O:18]C(C)(C)C)=[O:17])=[O:12]>>[OH:8][C:9]1[CH:36]=[C:35]([N:37]2[CH:41]=[CH:40][CH:39]=[N:38]2)[CH:34]=[CH:33][C:10]=1[C:11]([NH:13][C:14]1[CH:26]=[C:25]([C:27]2[CH:32]=[CH:31][CH:30]=[CH:29][CH:28]=2)[CH:24]=[CH:23][C:15]=1[C:16]([OH:18])=[O:17])=[O:12]. Procedure: A trifluoroacetic acid (5 mL) solution of the obtained tert-butyl 2-(2-hydroxy-4-(1H-pyrazol-1-yl)benzamido)-4-phenylbenzoate was stirred at room temperature for 3 hours and 30 minutes. The solvent was evaporated under reduced pressure, and methanol was added to the obtained residue. The solid substance was collected by filtration to obtain 0.056 g of 2-(2-hydroxy-4-(1H-pyrazol-1-yl)benzamido)-4-phenylbenzoic acid as a white solid. Reactants: O (water), [I-].ClC1=CC2=C(SC(S2)=[N+](C2=CC=CC=C2)C)C=C1 (5-chloro-N-methyl-N-phenyl-1,3-benzodithiol-2-iminium iodide), Cl.NCCC1=CNC2=CC=CC=C12 (tryptamine hydrochloride), C([O-])([O-])=O.[Na+].[Na+] (sodium carbonate). Solvent: CN(C=O)C (dimethylformamide). The product is ClC1=CC2=C(SC(S2)=NCCC2=CNC3=CC=CC=C23)C=C1 (N-(5-Chloro-1,3-benzodithiol-2-ylidene)-1H-indole-3-ethanamine). Isolated yield 12.2%. As a reaction SMILES: [I-].[Cl:2][C:3]1[CH:19]=[CH:18][C:6]2[S:7][C:8](=[N+](C)C3C=CC=CC=3)[S:9][C:5]=2[CH:4]=1.Cl.[NH2:21][CH2:22][CH2:23][C:24]1[C:32]2[C:27](=[CH:28][CH:29]=[CH:30][CH:31]=2)[NH:26][CH:25]=1.C(=O)([O-])[O-].[Na+].[Na+].O>CN(C)C=O>[Cl:2][C:3]1[CH:19]=[CH:18][C:6]2[S:7][C:8](=[N:21][CH2:22][CH2:23][C:24]3[C:32]4[C:27](=[CH:28][CH:29]=[CH:30][CH:31]=4)[NH:26][CH:25]=3)[S:9][C:5]=2[CH:4]=1 |f:0.1,2.3,4.5.6|. Procedure details: A solution of 5-chloro-N-methyl-N-phenyl-1,3-benzodithiol-2-iminium iodide (8.39g), tryptamine hydrochloride (3.94g) and anhydrous sodium carbonate (2.12g) in 300 ml of anhydrous dimethylformamide is heated at 130° C under a nitrogen atmosphere for 3 hours. After this time the reaction mixture is poured into 1 liter of water and extracted with three 300 ml portions of benzene. The combined benzene extracts are dried over anhydrous sodium sulfate and then concentrated in vacuo to yield an oil. Th... Reactants: OC1=C(C(=O)OC)C=CC=C1 (methyl 2-hydroxybenzoate), C([O-])([O-])=O.[K+].[K+] (potassium carbonate), C(Cl)C1CO1 (epichlorohydrin). Run in CC(=O)C (acetone). Yields the product O1C(COC2=C(C(=O)OC)C=CC=C2)C1 (Methyl 2-(2,3-Epoxypropoxy)benzoate). The yield is 12.0%. As a reaction SMILES: [OH:1][C:2]1[CH:11]=[CH:10][CH:9]=[CH:8][C:3]=1[C:4]([O:6][CH3:7])=[O:5].C(=O)([O-])[O-].[K+].[K+].[CH2:18]([CH:20]1[O:22][CH2:21]1)Cl>CC(C)=O>[O:22]1[CH2:21][CH:20]1[CH2:18][O:1][C:2]1[CH:11]=[CH:10][CH:9]=[CH:8][C:3]=1[C:4]([O:6][CH3:7])=[O:5] |f:1.2.3|. Reported procedure: A mixture of 15.2 g (0.10 mole) of methyl 2-hydroxybenzoate, 27.6 g (0.20 mole) of potassium carbonate and 31 ml (0.40 mole) of epichlorohydrin in 250 ml of acetone was heated to reflux for 24 hours. The reaction medium was then filtered and evaporated under reduced pressure. The resulting oil was dissolved in 100 ml of toluene and washed consecutively with 100 ml of water, 2×100 ml of 1.0N sodium hydroxide and 2×100 ml of water. The organic phase was then dried over magnesium sulfate and evapor...